From a dataset of the Open Reaction Database (ORD), a public repository of structured organic reaction records. describe an organic reaction: reactants, conditions, products, and yield The reactants are [Cl-].[NH4+] (ammonium chloride), FC(CCC(C1=C(C=C(C=C1)B1OC(C(O1)(C)C)(C)C)C)NC1=CC=C(C(=O)OC)C=C1)(F)F (methyl 4-((4,4,4-trifluoro-1-(2-methyl-4-(4,4,5,5-tetramethyl-1,3,2-dioxaborolan-2-yl)phenyl)butyl)amino)benzoate), ClC1=NC=C(C=N1)C(F)(F)F (2-chloro-5-(trifluoromethyl)pyrimidine), C([O-])([O-])=O.[Na+].[Na+] (sodium carbonate). Reagents/catalysts: C=1C=CC(=CC1)[P](C=2C=CC=CC2)(C=3C=CC=CC3)[Pd]([P](C=4C=CC=CC4)(C=5C=CC=CC5)C=6C=CC=CC6)([P](C=7C=CC=CC7)(C=8C=CC=CC8)C=9C=CC=CC9)[P](C=1C=CC=CC1)(C=1C=CC=CC1)C=1C=CC=CC1 (tetrakistriphenylphosphinepalladium). Solvent: C(OC)COC (dimethoxyethane). Reaction conditions: temperature 100 celsius, time 8 hour. Product: FC(CCC(C1=C(C=C(C=C1)C1=NC=C(C=N1)C(F)(F)F)C)NC1=CC=C(C(=O)OC)C=C1)(F)F (methyl 4-((4,4,4-trifluoro-1-(2-methyl-4-(5-(trifluoromethyl)pyrimidin-2-yl)phenyl)butyl)amino)benzoate). Isolated yield 84.5%. RXN SMILES: [F:1][C:2]([F:34])([F:33])[CH2:3][CH2:4][CH:5]([NH:22][C:23]1[CH:32]=[CH:31][C:26]([C:27]([O:29][CH3:30])=[O:28])=[CH:25][CH:24]=1)[C:6]1[CH:11]=[CH:10][C:9](B2OC(C)(C)C(C)(C)O2)=[CH:8][C:7]=1[CH3:21].Cl[C:36]1[N:41]=[CH:40][C:39]([C:42]([F:45])([F:44])[F:43])=[CH:38][N:37]=1.C(=O)([O-])[O-].[Na+].[Na+].[Cl-].[NH4+]>C1C=CC([P]([Pd]([P](C2C=CC=CC=2)(C2C=CC=CC=2)C2C=CC=CC=2)([P](C2C=CC=CC=2)(C2C=CC=CC=2)C2C=CC=CC=2)[P](C2C=CC=CC=2)(C2C=CC=CC=2)C2C=CC=CC=2)(C2C=CC=CC=2)C2C=CC=CC=2)=CC=1.C(COC)OC>[F:33][C:2]([F:1])([F:34])[CH2:3][CH2:4][CH:5]([NH:22][C:23]1[CH:32]=[CH:31][C:26]([C:27]([O:29][CH3:30])=[O:28])=[CH:25][CH:24]=1)[C:6]1[CH:11]=[CH:10][C:9]([C:36]2[N:41]=[CH:40][C:39]([C:42]([F:45])([F:44])[F:43])=[CH:38][N:37]=2)=[CH:8][C:7]=1[CH3:21] |f:2.3.4,5.6,^1:57,59,78,97|. Procedure: A reaction mixture of methyl 4-((4,4,4-trifluoro-1-(2-methyl-4-(4,4,5,5-tetramethyl-1,3,2-dioxaborolan-2-yl)phenyl)butyl)amino)benzoate (5.6 g) obtained in Example 1, step F, 2-chloro-5-(trifluoromethyl)pyrimidine (2.36 g), tetrakistriphenylphosphinepalladium (0.678 g), 2M aqueous sodium carbonate solution (17.6 mL) and dimethoxyethane (52.8 mL) was stirred at 100° C. overnight under a nitrogen atmosphere. The reaction mixture was added to saturated aqueous ammonium chloride solution, and the mi...